Dataset: the Open Reaction Database (ORD), a public repository of structured organic reaction records. Task: describe an organic reaction: reactants, conditions, products, and yield The reactants are COC(=O)c1cccc(C(=O)OC)c1, CC(C)(C)[O-], CC#N, Cl, [K+], O. Yields the product COC(=O)c1cccc(C(=O)CC#N)c1. As a reaction SMILES: [C:7]([c:8]1[cH:9][c:10]([C:11]([O:13][CH3:12])=[O:14])[cH:15][cH:16][cH:17]1)(=[O:18])[O:19][CH3:20].[CH3:1][C:2]([CH3:3])([O-:4])[CH3:5].[CH3:22][C:23]#[N:24].[ClH:21].[K+:6].[OH2:25]>>[C:7]([c:8]1[cH:9][c:10]([C:11](=[O:13])[CH2:22][C:23]#[N:24])[cH:15][cH:16][cH:17]1)(=[O:18])[O:19][CH3:20]. The reactants are C(C)(C)(C)C1=NOC(=C1)NC(=O)NC1=C(C=C(C(=C1)N1C(N(C2=NC(=NC=C2C1)SC)C)=O)C)F (1-(3-tert-butylisoxazol-5-yl)-3-(2-fluoro-4-methyl-5-(1-methyl-7-(methylthio)-2-oxo-1,2-dihydropyrimido[4,5-d]pyrimidin-3(4H)-yl)phenyl)urea), CN (methylamine). Yields the product C(C)(C)(C)C1=NOC(=C1)NC(=O)NC1=C(C=C(C(=C1)N1C(N(C2=NC(=NC=C2C1)NC)C)=O)C)F (1-(3-tert-butylisoxazol-5-yl)-3-(2-fluoro-4-methyl-5-(1-methyl-7-(methylamino)-2-oxo-1,2-dihydropyrimido[4,5-d]pyrimidin-3(4H)-yl)phenyl)urea). Isolated yield 171.8%. Reaction SMILES: [C:1]([C:5]1[CH:9]=[C:8]([NH:10][C:11]([NH:13][C:14]2[CH:19]=[C:18]([N:20]3[CH2:29][C:28]4[C:23](=[N:24][C:25](SC)=[N:26][CH:27]=4)[N:22]([CH3:32])[C:21]3=[O:33])[C:17]([CH3:34])=[CH:16][C:15]=2[F:35])=[O:12])[O:7][N:6]=1)([CH3:4])([CH3:3])[CH3:2].[CH3:36][NH2:37]>>[C:1]([C:5]1[CH:9]=[C:8]([NH:10][C:11]([NH:13][C:14]2[CH:19]=[C:18]([N:20]3[CH2:29][C:28]4[C:23](=[N:24][C:25]([NH:37][CH3:36])=[N:26][CH:27]=4)[N:22]([CH3:32])[C:21]3=[O:33])[C:17]([CH3:34])=[CH:16][C:15]=2[F:35])=[O:12])[O:7][N:6]=1)([CH3:4])([CH3:3])[CH3:2]. Procedure: Using a procedure analogous to Example A2, 1-(3-tert-butylisoxazol-5-yl)-3-(2-fluoro-4-methyl-5-(1-methyl-7-(methylthio)-2-oxo-1,2-dihydropyrimido[4,5-d]pyrimidin-3(4H)-yl)phenyl)urea (0.58 g, 1.2 mmol) and methylamine (1 ml, 3 mmol, 3.0M in THF) were combined to provide 1-(3-tert-butylisoxazol-5-yl)-3-(2-fluoro-4-methyl-5-(1-methyl-7-(methylamino)-2-oxo-1,2-dihydropyrimido[4,5-d]pyrimidin-3(4H)-yl)phenyl)urea (0.995 g, 95% yield). 1H NMR (400 MHz, DMSO-d6): δ 10.31 (brs, 1H), 8.73 (s, 1H), 8.00... The reactants are [O-2].[Na+].[Na+] (sodium oxide), C(CCCCCCCCCCC)Br (n-dodecyl bromide), C[Si](N1C(CCCCC1)=O)(C)C (N-trimethylsilylcaprolactam), [Na] (sodium), C1(CCCCCN1)=O (caprolactam). Run in COCCOC (1,2-dimethoxyethane). The product is C(CCCCCCCCCCC)N1C(CCCCC1)=O (N-n-dodecylcaprolactam). RXN SMILES: [O-2].[Na+].[Na+].C[Si](C)(C)[N:6]1[CH2:12][CH2:11][CH2:10][CH2:9][CH2:8][C:7]1=[O:13].[Na].C1(=O)NCCCCC1.[CH2:25](Br)[CH2:26][CH2:27][CH2:28][CH2:29][CH2:30][CH2:31][CH2:32][CH2:33][CH2:34][CH2:35][CH3:36]>COCCOC>[CH2:36]([N:6]1[CH2:12][CH2:11][CH2:10][CH2:9][CH2:8][C:7]1=[O:13])[CH2:35][CH2:34][CH2:33][CH2:32][CH2:31][CH2:30][CH2:29][CH2:28][CH2:27][CH2:26][CH3:25] |f:0.1.2,^1:15|. Procedure: 3.1 g (0.05 mol) of sodium oxide (Na2O) are suspended in 150 ml of 1,2-dimethoxyethane, and then 18.5 g (0.1 mol) of N-trimethylsilylcaprolactam are added. The reaction mixture is stirred at 50° C. for two hours, during which the voluminous precipitate of the sodium salt of the caprolactam forms. Then 24.9 g (0.1 mol) of n-dodecyl bromide are added, and the mixture is stirred and heated under reflux for 20 hours. The working-up is carried out as indicated in Example 1. The reactants are [BH4-], C1CCOC1, COP(=O)(CC(=O)C(CC(C)C)N(Cc1ccccc1)Cc1ccccc1)OC, CO, Cl, [Na+]. The product is COP(=O)(CC(O)C(CC(C)C)N(Cc1ccccc1)Cc1ccccc1)OC. As a reaction SMILES: [BH4-:30].[CH2:35]1[O:36][CH2:37][CH2:38][CH2:39]1.[CH3:1][O:2][P:3]([O:4][CH3:5])(=[O:6])[CH2:7][C:8]([CH:9]([CH2:10][CH:11]([CH3:12])[CH3:13])[N:14]([CH2:15][c:16]1[cH:17][cH:18][cH:19][cH:20][cH:21]1)[CH2:22][c:23]1[cH:24][cH:25][cH:26][cH:27][cH:28]1)=[O:29].[CH3:33][OH:34].[ClH:32].[Na+:31]>>[CH3:1][O:2][P:3]([O:4][CH3:5])(=[O:6])[CH2:7][CH:8]([CH:9]([CH2:10][CH:11]([CH3:12])[CH3:13])[N:14]([CH2:15][c:16]1[cH:17][cH:18][cH:19][cH:20][cH:21]1)[CH2:22][c:23]1[cH:24][cH:25][cH:26][cH:27][cH:28]1)[OH:29].